Dataset: the Open Reaction Database (ORD), a public repository of structured organic reaction records. Task: describe an organic reaction: reactants, conditions, products, and yield The reactants are sulfonic acid, C(=C)(C)CC(=O)[O-] (isopropenylacetate), C1=CC=CC=C1 (benzene), O1[C@]23[C@]4(C=CC(C=C4CC[C@H]2[C@@H]2CC[C@](C(COC(C)=O)=O)([C@]2(C[C@@H]31)C)O)=O)C (9β,11β-epoxy-21-acetoxy-17-hydroxy-pregna-1,4-diene-3,20-dione). Product: C(C)(=O)OC1=CC2=CC[C@H]3[C@@H]4CC[C@](C(COC(C)=O)=O)([C@]4(C[C@H]4[C@]3([C@]2(C=C1)C)O4)C)O (3,21-diacetoxy-17-hydroxy-9β,11β-epoxy-pregna-1,3,5-triene-20-one). RXN SMILES: C1C=CC=CC=1.[O:7]1[C@@H:31]2[C@:8]31[C@H:17]([C@H:18]1[C@:29]([CH3:32])([CH2:30]2)[C@@:21]([OH:33])([C:22](=[O:28])[CH2:23][O:24][C:25](=[O:27])[CH3:26])[CH2:20][CH2:19]1)[CH2:16][CH2:15][C:14]1[C@:9]3([CH3:35])[CH:10]=[CH:11][C:12](=[O:34])[CH:13]=1.C([CH2:39][C:40]([O-])=[O:41])(C)=C>>[C:40]([O:34][C:12]1[CH:11]=[CH:10][C@@:9]2([CH3:35])[C:14](=[CH:15][CH2:16][C@@H:17]3[C@@:8]42[O:7][C@H:31]4[CH2:30][C@@:29]2([CH3:32])[C@H:18]3[CH2:19][CH2:20][C@:21]2([OH:33])[C:22](=[O:28])[CH2:23][O:24][C:25](=[O:27])[CH3:26])[CH:13]=1)(=[O:41])[CH3:39]. Procedure details: 10 g of sulfonic acid resin (Amberlite I R120, marketed by Rohm and Haas Co.) was dehydrated by azeotropic destillation with benzene. The dry resin was suspended in 50 ml isopropenylacetate and 10 g 9β,11β-epoxy-21-acetoxy-17-hydroxy-pregna-1,4-diene-3,20-dione were added. The mixture was heated under reflux for 5 hours, cooled and filtered an the filtrate was evaporated to dryness. The residue which crystallized from methanol (0,5% pyridine) gave in high yield (9,5 grams) 3,21-diacetoxy-17-hydr...